Dataset: the Open Reaction Database (ORD), a public repository of structured organic reaction records. Task: describe an organic reaction: reactants, conditions, products, and yield Reactants: C1(=CC=CC=C1)C(N1C=NC(=C1)CCC[O-])(C1=CC=CC=C1)C1=CC=CC=C1.[Na+] (sodium 3-(1-triphenylmethyl-1H-imidazol-4-yl)propanolate), [Cl-].CC(C)C (2-methylpropane chloride). Product: CC(COCCCC=1N=CNC1)C (3-(1H-Imidazol-4-yl)propyl 2-methylpropyl ether). RXN SMILES: C1(C(C2C=CC=CC=2)(C2C=CC=CC=2)[N:8]2[CH:12]=[C:11]([CH2:13][CH2:14][CH2:15][O-:16])[N:10]=[CH:9]2)C=CC=CC=1.[Na+].[Cl-].[CH3:31][CH:32]([CH3:34])[CH3:33]>>[CH3:31][CH:32]([CH3:34])[CH2:33][O:16][CH2:15][CH2:14][CH2:13][C:11]1[N:10]=[CH:9][NH:8][CH:12]=1 |f:0.1,2.3|. Procedure details: 5 mmol of sodium 3-(1-triphenylmethyl-1H-imidazol-4-yl)propanolate and 5 mmol of 2-methylpropane chloride are treated as described in Example 5.